This data is from the Open Reaction Database (ORD), a public repository of structured organic reaction records. The task is: describe an organic reaction: reactants, conditions, products, and yield Reactants: [Cl-].[NH4+] (ammonium chloride), 25, C(=O)C1=CC=C(C=C1)NC(C)=O (N-(4-formylphenyl)acetamide), BrCCC (1-bromopropane), [Mg] (magnesium), ice water. The solvent is O1CCCC1 (tetrahydrofuran), O1CCCC1 (tetrahydrofuran). The product is 20, OC(CCC)C1=CC=C(C=C1)NC(C)=O (N-[4-(1-hydroxybutyl)phenyl]acetamide). The yield is 64.3%. Reaction SMILES: Br[CH2:2][CH2:3][CH3:4].[Mg].[CH:6]([C:8]1[CH:13]=[CH:12][C:11]([NH:14][C:15](=[O:17])[CH3:16])=[CH:10][CH:9]=1)=[O:7].[Cl-].[NH4+]>O1CCCC1>[OH:7][CH:6]([C:8]1[CH:9]=[CH:10][C:11]([NH:14][C:15](=[O:17])[CH3:16])=[CH:12][CH:13]=1)[CH2:2][CH2:3][CH3:4] |f:3.4|. Procedure details: To a stirred and refluxed Grignard complex previously prepared starting from 55.1 parts of 1-bromopropane, 10.9 parts of magnesium and tetrahydrofuran was added a solution of 25 parts of N-(4-formylphenyl)acetamide in 225 parts of dry tetrahydrofuran. After stirring for 1 hour at room temperature, the reaction mixture was poured into ice water and a saturated ammonium chloride solution. The organic layer was decanted (and set aside) and the remaining phase was extracted with ethyl acetate. The c... Starting materials: ClCC=1C=C(C(=O)NC2=C(C(=O)NC3=NN(C=C3)C3=CC(=CC=C3)C(F)(F)F)C=C(C=C2)N2CCCCC2)C=CC1 (2-(3-(chloromethyl)benzamido)-5-(piperidin-1-yl)-N-(1-(3-(trifluoromethyl)phenyl)-1H-pyrazol-3-yl)benzamide), SC1=CC=C(C(=O)O)C=C1 (4-mercaptobenzoic acid), C([O-])([O-])=O.[K+].[K+] (potassium carbonate). The solvent is CN(C)C=O (DMF). Run at time 8 hour. Yields the product N1(CCCCC1)C1=CC(=C(C=C1)NC(=O)C=1C=C(CSC2=CC=C(C(=O)O)C=C2)C=CC1)C(NC1=NN(C=C1)C1=CC(=CC=C1)C(F)(F)F)=O (4-((3-((4-(piperidin-1-yl)-2-((1-(3-(trifluoromethyl)phenyl)-1H-pyrazol-3-yl)carbamoyl)phenyl)carbamoyl)benzyl)thio)benzoic acid). Yield: 83.8%. RXN SMILES: Cl[CH2:2][C:3]1[CH:4]=[C:5]([CH:39]=[CH:40][CH:41]=1)[C:6]([NH:8][C:9]1[CH:32]=[CH:31][C:30]([N:33]2[CH2:38][CH2:37][CH2:36][CH2:35][CH2:34]2)=[CH:29][C:10]=1[C:11]([NH:13][C:14]1[CH:18]=[CH:17][N:16]([C:19]2[CH:24]=[CH:23][CH:22]=[C:21]([C:25]([F:28])([F:27])[F:26])[CH:20]=2)[N:15]=1)=[O:12])=[O:7].[SH:42][C:43]1[CH:51]=[CH:50][C:46]([C:47]([OH:49])=[O:48])=[CH:45][CH:44]=1.C(=O)([O-])[O-].[K+].[K+]>CN(C=O)C>[N:33]1([C:30]2[CH:31]=[CH:32][C:9]([NH:8][C:6]([C:5]3[CH:4]=[C:3]([CH:41]=[CH:40][CH:39]=3)[CH2:2][S:42][C:43]3[CH:51]=[CH:50][C:46]([C:47]([OH:49])=[O:48])=[CH:45][CH:44]=3)=[O:7])=[C:10]([C:11](=[O:12])[NH:13][C:14]3[CH:18]=[CH:17][N:16]([C:19]4[CH:24]=[CH:23][CH:22]=[C:21]([C:25]([F:27])([F:28])[F:26])[CH:20]=4)[N:15]=3)[CH:29]=2)[CH2:34][CH2:35][CH2:36][CH2:37][CH2:38]1 |f:2.3.4|. Procedure details: Into a round bottom flask was placed a solution of intermediate 21a (0.0580 mmol, 1 equiv), 4-mercaptobenzoic acid (11 mg, 0.0696 mmol, 1.2 equiv), potassium carbonate (24 mg, 3 equiv), and DMF (1 mL). The solution was stirred at room temperature overnight. The solvent was evaporated at reduced pressure and the residue was partitioned between dichloromethane and water. The organic phase was dried (Na2SO4). The solvent was evaporated and the residue was purified by reverse phase HPLC eluting with... The reactants are C(C)OC(=O)C1=CC=C(N=N1)C1=C(C(=NC2=C1C(N1CCCC21)=O)CC2=CC=C(C=C2)F)C(=O)OCC (ethyl 4-[6-(ethoxycarbonyl)-3-pyridazinyl]-2-(4-fluorobenzyl)-5-oxo-7,8,9,9a-tetrahydro-5H-pyrido[2,3-a]pyrrolizine-3-carboxylate). Run in O1CCOCC1 (dioxane), [OH-].[Na+] (NaOH). Conditions: time 8 hour. Yields the product C(C)OC(=O)C1=C(C2=C(C3CCCN3C2=O)N=C1CC1=CC=C(C=C1)F)C1=CC=C(N=N1)C(=O)O (6-[3-(ethoxycarbonyl)-2-(4-fluorobenzyl)-5oxo-7,8,9,9a-tetrahydro-5H-pyrido[2,3-α]pyrrolizin-4-yl]-3-pyridazinecarboxylic acid). The yield is 90.5%. Reaction SMILES: C([O:3][C:4]([C:6]1[N:11]=[N:10][C:9]([C:12]2[C:17]3[C:18](=[O:24])[N:19]4[CH:23]([C:16]=3[N:15]=[C:14]([CH2:25][C:26]3[CH:31]=[CH:30][C:29]([F:32])=[CH:28][CH:27]=3)[C:13]=2[C:33]([O:35][CH2:36][CH3:37])=[O:34])[CH2:22][CH2:21][CH2:20]4)=[CH:8][CH:7]=1)=[O:5])C>O1CCOCC1.[OH-].[Na+]>[CH2:36]([O:35][C:33]([C:13]1[C:14]([CH2:25][C:26]2[CH:27]=[CH:28][C:29]([F:32])=[CH:30][CH:31]=2)=[N:15][C:16]2[CH:23]3[N:19]([C:18](=[O:24])[C:17]=2[C:12]=1[C:9]1[N:10]=[N:11][C:6]([C:4]([OH:5])=[O:3])=[CH:7][CH:8]=1)[CH2:20][CH2:21][CH2:22]3)=[O:34])[CH3:37] |f:2.3|. Procedure details: To the ethyl 4-[6-(ethoxycarbonyl)-3-pyridazinyl]-2-(4-fluorobenzyl)-5-oxo-7,8,9,9a-tetrahydro-5H-pyrido[2,3-a]pyrrolizine-3-carboxylate (F, 145 mg, 0.29 mmol) in 2.5 ml dioxane, 1.2 ml 1N NaOH was added and the resulting mixture was stirred overnight. Acidified with 2N HCl and extracted with ethyl acetate. The combined organic layers were washed with brine and dried over sodium sulfate. Removal of the solvent and purification of the resulting residue with flash chromatography afforded 125 mg of...